Dataset: the Open Reaction Database (ORD), a public repository of structured organic reaction records. Task: describe an organic reaction: reactants, conditions, products, and yield The reactants are CN(C)C=O, COC=C1C(=O)NC(=O)c2ccc(I)cc21, NCc1cc(O)c(-c2ccoc2)cn1. Yields the product O=C1NC(=O)c2ccc(I)cc2C1=CNCc1cc(O)c(-c2ccoc2)cn1. Reaction SMILES: [CH3:31][N:32]([CH3:33])[CH:34]=[O:35].[I:15][c:16]1[cH:17][c:18]2[c:23]([cH:24][cH:25]1)[C:22](=[O:26])[NH:21][C:20](=[O:27])[C:19]2=[CH:28][O:29][CH3:30].[NH2:1][CH2:2][c:3]1[n:4][cH:5][c:6](-[c:10]2[cH:11][o:12][cH:13][cH:14]2)[c:7]([OH:9])[cH:8]1>>[NH:1]([CH2:2][c:3]1[n:4][cH:5][c:6](-[c:10]2[cH:11][o:12][cH:13][cH:14]2)[c:7]([OH:9])[cH:8]1)[CH:28]=[C:19]1[c:18]2[cH:17][c:16]([I:15])[cH:25][cH:24][c:23]2[C:22](=[O:26])[NH:21][C:20]1=[O:27].